Dataset: the Open Reaction Database (ORD), a public repository of structured organic reaction records. Task: describe an organic reaction: reactants, conditions, products, and yield The reactants are OC=1C2=C(NC(C1C#N)=O)SC=C2C2=CC=C(C=C2)OCOC (4-hydroxy-3-[4-(methoxymethoxy)phenyl]-6-oxo-6,7-dihydrothieno[2,3-b]pyridine-5-carbonitrile), Cl (HCl). Solvent: C1CCOC1 (THF). Conditions: time 16 hour. The product is OC=1C2=C(NC(C1C#N)=O)SC=C2C2=CC=C(C=C2)O (4-hydroxy-3-(4-hydroxyphenyl)-6-oxo-6,7-dihydrothieno[2,3-b]pyridine-5-carbonitrile). RXN SMILES: [OH:1][C:2]1[C:3]2[C:13]([C:14]3[CH:19]=[CH:18][C:17]([O:20]COC)=[CH:16][CH:15]=3)=[CH:12][S:11][C:4]=2[NH:5][C:6](=[O:10])[C:7]=1[C:8]#[N:9].Cl>C1COCC1>[OH:1][C:2]1[C:3]2[C:13]([C:14]3[CH:19]=[CH:18][C:17]([OH:20])=[CH:16][CH:15]=3)=[CH:12][S:11][C:4]=2[NH:5][C:6](=[O:10])[C:7]=1[C:8]#[N:9]. Procedure details: To a stirred solution of 4-hydroxy-3-[4-(methoxymethoxy)phenyl]-6-oxo-6,7-dihydrothieno[2,3-b]pyridine-5-carbonitrile (0.1 g, 0.305 mmol) in THF (10 mL) was added 1N HCl (20 mL) in a single portion at room temperature and stirred for 16 h at room temperature. The reaction mixture was concentrated and purified by RP-HPLC to afford the title compound. MS (ESI) m/e 282.9 (M−H)+; 1H NMR (500 MHz, DMSO-d6): δ ppm 12.56 (br s, 1H), 9.45 (br s, 1H), 7.22 (d, 2H), 6.89 (s, 1H), 6.74 (d, 2H). Reaction SMILES: [Br:41][c:42]1[cH:43][c:44]2[c:45](-[c:57]3[c:58]([F:65])[cH:59][c:60]([F:64])[c:61]([F:63])[cH:62]3)[c:46]([S:53](=[O:54])(=[O:55])[CH3:56])[c:47]([CH3:52])[n:48][c:49]2[cH:50][cH:51]1.[C:35](=[O:36])([O-:37])[O-:38].[C:72]([OH:73])([CH3:74])([CH3:75])[CH3:76].[CH2:66]1[CH2:67][O:68][CH2:69][CH2:70][NH:71]1.[CH3:77][CH2:78][CH2:79][CH2:80][CH2:81][CH2:82][CH3:83].[CH:140]([Cl:141])([Cl:142])[Cl:143].[CH:1]1([P:2]([CH:3]2[CH2:4][CH2:5][CH2:6][CH2:7][CH2:8]2)[c:9]2[cH:10][cH:11][cH:12][cH:13][c:14]2-[c:15]2[c:16]([CH:17]([CH3:18])[CH3:19])[cH:20][c:21]([CH:22]([CH3:23])[CH3:24])[cH:25][c:26]2[CH:27]([CH3:28])[CH3:29])[CH2:30][CH2:31][CH2:32][CH2:33][CH2:34]1.[Cs+:39].[Cs+:40].[O:104]=[C:105]([CH:106]=[CH:107][c:108]1[cH:109][cH:110][cH:111][cH:112][cH:113]1)[CH:114]=[CH:115][c:116]1[cH:117][cH:118][cH:119][cH:120][cH:121]1.[O:122]=[C:123]([CH:124]=[CH:125][c:126]1[cH:127][cH:128][cH:129][cH:130][cH:131]1)[CH:132]=[CH:133][c:134]1[cH:135][cH:136][cH:137][cH:138][cH:139]1.[O:86]=[C:87]([CH:88]=[CH:89][c:90]1[cH:91][cH:92][cH:93][cH:94][cH:95]1)[CH:96]=[CH:97][c:98]1[cH:99][cH:100][cH:101][cH:102][cH:103]1.[Pd:84].[Pd:85]>>[c:42]1([N:71]2[CH2:66][CH2:67][O:68][CH2:69][CH2:70]2)[cH:43][c:44]2[c:45](-[c:57]3[c:58]([F:65])[cH:59][c:60]([F:64])[c:61]([F:63])[cH:62]3)[c:46]([S:53](=[O:54])(=[O:55])[CH3:56])[c:47]([CH3:52])[n:48][c:49]2[cH:50][cH:51]1. Product: Cc1nc2ccc(N3CCOCC3)cc2c(-c2cc(F)c(F)cc2F)c1S(C)(=O)=O. Starting materials: Cc1nc2ccc(Br)cc2c(-c2cc(F)c(F)cc2F)c1S(C)(=O)=O, O=C([O-])[O-], CC(C)(C)O, C1COCCN1, CCCCCCC, ClC(Cl)Cl, CC(C)c1cc(C(C)C)c(-c2ccccc2P(C2CCCCC2)C2CCCCC2)c(C(C)C)c1, [Cs+], [Cs+], O=C(C=Cc1ccccc1)C=Cc1ccccc1, O=C(C=Cc1ccccc1)C=Cc1ccccc1, O=C(C=Cc1ccccc1)C=Cc1ccccc1, [Pd], [Pd]. Starting materials: C=CCOC1C(NC(C)=O)C(OCc2ccccc2)OC(COCc2ccccc2)C1OC1OC(COCc2ccccc2)C(OCc2ccccc2)C(OCc2ccccc2)C1NC(C)=O, CCO, C1CN2CCN1CC2, O, [Rh], Cl[Rh], c1ccc(P(c2ccccc2)c2ccccc2)cc1, c1ccc(P(c2ccccc2)c2ccccc2)cc1, Cc1ccccc1, c1ccc(P(c2ccccc2)c2ccccc2)cc1. Yields the product CC(=O)NC1C(OCc2ccccc2)OC(COCc2ccccc2)C(OC2OC(COCc3ccccc3)C(OCc3ccccc3)C(OCc3ccccc3)C2NC(C)=O)C1O. RXN SMILES: [C:1]([CH3:2])(=[O:3])[NH:4][CH:5]1[CH:6]([O:7][CH2:8][c:9]2[cH:10][cH:11][cH:12][cH:13][cH:14]2)[O:15][CH:16]([CH2:59][O:60][CH2:61][c:62]2[cH:63][cH:64][cH:65][cH:66][cH:67]2)[CH:17]([O:23][CH:24]2[CH:25]([NH:55][C:56]([CH3:57])=[O:58])[CH:26]([O:27][CH2:28][c:29]3[cH:30][cH:31][cH:32][cH:33][cH:34]3)[CH:35]([O:36][CH2:37][c:38]3[cH:39][cH:40][cH:41][cH:42][cH:43]3)[CH:44]([CH2:46][O:47][CH2:48][c:49]3[cH:50][cH:51][cH:52][cH:53][cH:54]3)[O:45]2)[CH:18]1[O:19][CH2:20][CH:21]=[CH2:22].[CH2:84]([OH:85])[CH3:86].[N:68]12[CH2:69][CH2:70][N:71]([CH2:72][CH2:73]1)[CH2:74][CH2:75]2.[OH2:76].[Rh:87].[Rh:88][Cl:89].[c:109]1([P:110]([c:111]2[cH:112][cH:113][cH:114][cH:115][cH:116]2)[c:117]2[cH:118][cH:119][cH:120][cH:121][cH:122]2)[cH:123][cH:124][cH:125][cH:126][cH:127]1.[c:128]1([P:129]([c:130]2[cH:131][cH:132][cH:133][cH:134][cH:135]2)[c:136]2[cH:137][cH:138][cH:139][cH:140][cH:141]2)[cH:142][cH:143][cH:144][cH:145][cH:146]1.[c:77]1([CH3:78])[cH:79][cH:80][cH:81][cH:82][cH:83]1.[c:90]1([P:91]([c:92]2[cH:93][cH:94][cH:95][cH:96][cH:97]2)[c:98]2[cH:99][cH:100][cH:101][cH:102][cH:103]2)[cH:104][cH:105][cH:106][cH:107][cH:108]1>>[C:1]([CH3:2])(=[O:3])[NH:4][CH:5]1[CH:6]([O:7][CH2:8][c:9]2[cH:10][cH:11][cH:12][cH:13][cH:14]2)[O:15][CH:16]([CH2:59][O:60][CH2:61][c:62]2[cH:63][cH:64][cH:65][cH:66][cH:67]2)[CH:17]([O:23][CH:24]2[CH:25]([NH:55][C:56]([CH3:57])=[O:58])[CH:26]([O:27][CH2:28][c:29]3[cH:30][cH:31][cH:32][cH:33][cH:34]3)[CH:35]([O:36][CH2:37][c:38]3[cH:39][cH:40][cH:41][cH:42][cH:43]3)[CH:44]([CH2:46][O:47][CH2:48][c:49]3[cH:50][cH:51][cH:52][cH:53][cH:54]3)[O:45]2)[CH:18]1[OH:19]. Starting materials: [N+](=O)([O-])C1=CC=C(C=C1)N1CCC2(OCCO2)CC1 (8-(4-nitro-phenyl)-1,4-dioxa-8-aza-spiro[4.5]decane), [H][H] (hydrogen). The reagents and catalysts are [Pd] (Pd/C). Solvent: C(C)O.C(Cl)Cl (ethanol methylene chloride). Conditions: time 1 hour. The product is O1CCOC12CCN(CC2)C2=CC=C(C=C2)N (4-(1,4-Dioxa-8-aza-spiro[4.5]dec-8-yl)-phenylamine). Isolated yield 89.9%. RXN SMILES: [N+:1]([C:4]1[CH:9]=[CH:8][C:7]([N:10]2[CH2:19][CH2:18][C:13]3([O:17][CH2:16][CH2:15][O:14]3)[CH2:12][CH2:11]2)=[CH:6][CH:5]=1)([O-])=O.[H][H]>C(O)C.C(Cl)Cl.[Pd]>[O:14]1[C:13]2([CH2:18][CH2:19][N:10]([C:7]3[CH:8]=[CH:9][C:4]([NH2:1])=[CH:5][CH:6]=3)[CH2:11][CH2:12]2)[O:17][CH2:16][CH2:15]1 |f:2.3|. Procedure: A mixture of 8-(4-nitro-phenyl)-1,4-dioxa-8-aza-spiro[4.5]decane (Synthesis, 606, 1981) (3.5 g, 13.3 mmol) and 10% Pd/C (0.5 g) in 100 mL of ethanol/methylene chloride(2:1) was pressurized with 30 psi hydrogen and shaken over 1 hours. The catalyst was then removed by filtering through a short pad of silica gel to give the title compound (2.8g, 90%) as a grey solid; 1H NMR (300 MHz, DMSO-d6) δ 1.85-2.00 (m, 4H), 3.00-3.10 (m, 4H), 3.93 (s, 4H), 6.60 (d, J=6.0 Hz, 2H), 6.80 (d, J=6.0 Hz, 2H); MS (... Starting materials: N(=[N+]=[N-])CC=1C=C(C(=CC1)C1=CC=C(C=C1)F)O (4-Azidomethyl-4′-fluoro-biphenyl-2-ol), NCC=1C=C(C(=CC1)C1=CC=CC=C1)O (4-Aminomethyl-biphenyl-2-ol). Yields the product NCC=1C=C(C(=CC1)C1=CC=C(C=C1)F)O (4-Aminomethyl-4′-fluoro-biphenyl-2-ol). The yield is 54.0%. RXN SMILES: NCC1C=C(O)C(C2C=CC=CC=2)=CC=1.[N:16]([CH2:19][C:20]1[CH:21]=[C:22]([OH:33])[C:23]([C:26]2[CH:31]=[CH:30][C:29]([F:32])=[CH:28][CH:27]=2)=[CH:24][CH:25]=1)=[N+]=[N-]>>[NH2:16][CH2:19][C:20]1[CH:21]=[C:22]([OH:33])[C:23]([C:26]2[CH:31]=[CH:30][C:29]([F:32])=[CH:28][CH:27]=2)=[CH:24][CH:25]=1. Procedure: Following the same procedure for the preparation of 4-Aminomethyl-biphenyl-2-ol, the title compound is prepared from 4-Azidomethyl-4′-fluoro-biphenyl-2-ol (crude material from the previous step) in 54% yield (over 4 steps). MS (ESI): 218 (M+1)+1.